This data is from the Open Reaction Database (ORD), a public repository of structured organic reaction records. The task is: describe an organic reaction: reactants, conditions, products, and yield Reactants: Cl (hydrochloric acid), C(C)OC(CCCOC1=CC(=CC(=C1)C(F)(F)F)C(F)(F)F)=O (ethyl-4-[3,5-bis-(trifluoromethyl)phenoxy]butyrate), aqueous solution, [OH-].[Na+] (sodium hydroxide). Run in O (water), O (water), C(C)O (ethyl alcohol). Run at temperature 5 celsius, time 1 hour. Yields the product FC(C=1C=C(OCCCC(=O)O)C=C(C1)C(F)(F)F)(F)F (4-[3,5-bis(trifluoromethyl)phenoxy]-butanoic acid). Yield: 87.0%. Reaction SMILES: C([O:3][C:4](=[O:23])[CH2:5][CH2:6][CH2:7][O:8][C:9]1[CH:14]=[C:13]([C:15]([F:18])([F:17])[F:16])[CH:12]=[C:11]([C:19]([F:22])([F:21])[F:20])[CH:10]=1)C.[OH-].[Na+].Cl>O.C(O)C>[F:16][C:15]([F:17])([F:18])[C:13]1[CH:14]=[C:9]([CH:10]=[C:11]([C:19]([F:21])([F:22])[F:20])[CH:12]=1)[O:8][CH2:7][CH2:6][CH2:5][C:4]([OH:23])=[O:3] |f:1.2|. Procedure details: A stirred charge containing 0.05 mole of ethyl-4-[3,5-bis-(trifluoromethyl)phenoxy]butyrate, 150 ml of ethyl alcohol, 8 g (0.1 mole) of 50% aqueous solution of sodium hydroxide and 25 ml of water was heated at reflux for 5 hours and at 25°-30° C. for 18 hours. After cooling to 5° C., 800 ml of water containing 15 g (0.15 mole) of concentrated hydrochloric acid was added slowly. After stirring at 0°-10° C. for one hour, the resulting solid was collected by filtration, washed with cold water and a...